From a dataset of the Open Reaction Database (ORD), a public repository of structured organic reaction records. describe an organic reaction: reactants, conditions, products, and yield Reactants: FC1=CC=C(C=C1)C(CCCC(=O)OC)=O (methyl 5-(4-fluorophenyl)-5-oxopentanoate), C(NN)(=O)OC(C)(C)C (tert-butyl carbazate), [H][H] (hydrogen). Reagents/catalysts: [Pt]=O (platinum oxide). The solvent is CC(C)O (2-propanol). Yields the product C(C)(C)(C)OC(=O)NNC(CCCC(=O)OC)C1=CC=C(C=C1)F (methyl 5-(N′-tert-butoxycarbonylhydrazino)-5-(4-fluorophenyl)pentanoate). As a reaction SMILES: [F:1][C:2]1[CH:7]=[CH:6][C:5]([C:8](=O)[CH2:9][CH2:10][CH2:11][C:12]([O:14][CH3:15])=[O:13])=[CH:4][CH:3]=1.[C:17]([O:21][C:22]([CH3:25])([CH3:24])[CH3:23])(=[O:20])[NH:18][NH2:19].[H][H]>CC(O)C.[Pt]=O>[C:22]([O:21][C:17]([NH:18][NH:19][CH:8]([C:5]1[CH:6]=[CH:7][C:2]([F:1])=[CH:3][CH:4]=1)[CH2:9][CH2:10][CH2:11][C:12]([O:14][CH3:15])=[O:13])=[O:20])([CH3:25])([CH3:24])[CH3:23]. Procedure details: A solution of methyl 5-(4-fluorophenyl)-5-oxopentanoate (CAS No. 149437-67-2, 116 mg) and tert-butyl carbazate (73 mg) in 2-propanol (3 mL) was heated under reflux for six hours. The reaction solution was left to cool to room temperature, and then platinum oxide (10 mg) was added to the reaction solution. The reaction solution was stirred at room temperature in an hydrogen atmosphere at 3.5 atm for eight hours. The reaction solution was filtered through celite, and the filtrate was concentrated ... Starting materials: C(C)(=O)OCC.CCCCCC (ethyl acetate hexane), NC=1C2=C(OC1C(=O)C1=C(C=C(C=C1)Cl)Cl)C=C1CCCCC1=C2 ((3-amino-5,6,7,8-tetrahydronaphtho[2,3-b]furan-2-yl)(2,4-dichlorophenyl)methanone), C(C)(=O)Cl (acetyl chloride), diisopropylethylamine polystyrene resin. Run in ClC(C)Cl (dichloroethane). Reaction conditions: temperature 70 celsius, time 15 hour. The product is C(C)(=O)N(C(C)=O)C=1C2=C(OC1C(C1=C(C=C(C=C1)Cl)Cl)=O)C=C1CCCCC1=C2 (N-acetyl-N-[2-(2,4-dichlorobenzoyl)-5,6,7,8-tetrahydronaphtho[2,3-b]furan-3-yl]acetamide). RXN SMILES: [NH2:1][C:2]1[C:3]2[CH:24]=[C:23]3[C:18]([CH2:19][CH2:20][CH2:21][CH2:22]3)=[CH:17][C:4]=2[O:5][C:6]=1[C:7]([C:9]1[CH:14]=[CH:13][C:12]([Cl:15])=[CH:11][C:10]=1[Cl:16])=[O:8].[C:25](Cl)(=[O:27])[CH3:26].[C:29](OCC)(=[O:31])[CH3:30].CCCCCC>ClC(Cl)C>[C:25]([N:1]([C:2]1[C:3]2[CH:24]=[C:23]3[C:18]([CH2:19][CH2:20][CH2:21][CH2:22]3)=[CH:17][C:4]=2[O:5][C:6]=1[C:7](=[O:8])[C:9]1[CH:14]=[CH:13][C:12]([Cl:15])=[CH:11][C:10]=1[Cl:16])[C:29](=[O:31])[CH3:30])(=[O:27])[CH3:26] |f:2.3|. Procedure details: A mixture of (3-amino-5,6,7,8-tetrahydronaphtho[2,3-b]furan-2-yl)(2,4-dichlorophenyl)methanone (150 mg, 0.46 mmol) from Example 142, acetyl chloride (0.16 mL, 2.3 mmol, 5.0 eq), and diisopropylethylamine polystyrene resin (245 mg, 0.92 mmol, 2.0 eq, 3.77 mol/g loading) in dichloroethane (4.6 mL) was shaken at 70° C. for 15 h. The resin was filtered and washed with dichloromethane (2×10 mL), methanol (2×10 mL), and dichloromethane (2×10 mL). The filtrate was evaporated in vacuo. Crystallization f... Reactants: S1CC(NCC2=C1C=CC=C2)=O (4,5-Dihydro-1,4-benzothiazepin-3(2H)-one), [H-].[Al+3].[Li+].[H-].[H-].[H-] (lithium aluminium hydride), S(=O)(=O)([O-])[O-].[Na+].[Na+] (sodium sulphate), [H-].[Al+3].[Li+].[H-].[H-].[H-] (lithium aluminium hydride). Solvent: O1CCCC1 (tetrahydrofuran). Yields the product S1CCNCC2=C1C=CC=C2 (2,3,4,5-tetrahydro-1,4-benzothiazepine). RXN SMILES: [S:1]1[C:7]2[CH:8]=[CH:9][CH:10]=[CH:11][C:6]=2[CH2:5][NH:4][C:3](=O)[CH2:2]1.[H-].[Al+3].[Li+].[H-].[H-].[H-].S([O-])([O-])(=O)=O.[Na+].[Na+]>O1CCCC1>[S:1]1[C:7]2[CH:8]=[CH:9][CH:10]=[CH:11][C:6]=2[CH2:5][NH:4][CH2:3][CH2:2]1 |f:1.2.3.4.5.6,7.8.9|. Reported procedure: 4,5-Dihydro-1,4-benzothiazepin-3(2H)-one (12 g, prepared in a similar manner to example 1 of international patent application WO 92/21668) was added to a stirred solution of lithium aluminium hydride (6.3 g) in dry tetrahydrofuran (400 ml). After the addition, the reaction mixture was heated under reflux for ten minutes and cooled. Excess of lithium aluminium hydride was decomposed by adding a saturated aqueous solution of sodium sulphate. The mixture was filtered and the solvent was removed fro... The reactants are C(C)S(=O)(=O)C1=C(C(=O)N)C(=CC(=C1)N1CCOCC1)C (2-(ethylsulfonyl)-6-methyl-4-morpholin-4-yl-benzamide), [OH-].[Na+] (sodium hydroxide), ClC1=CC=C(CBr)C=C1 (4-Chlorobenzyl bromide). The reagents and catalysts are S(=O)(=O)(O)[O-].C(CCC)[N+](CCCC)(CCCC)CCCC (tetrabutylammonium hydrogensulfate). The solvent is C1=CC=CC=C1.O1CCCC1 (benzene tetrahydrofuran), O1CCCC1 (tetrahydrofuran). Conditions: temperature 70 celsius, time 25 minute. Product: ClC1=CC=C(C=C1)CNC(C1=C(C=C(C=C1C)N1CCOCC1)S(=O)(=O)CC)=O (N-[(4-chlorophenyl)-methyl]-2-(ethylsulfonyl)-6-methyl-4-morpholin-4-yl-benzamide). Yield: 115.0%. Reaction SMILES: [CH2:1]([S:3]([C:6]1[CH:14]=[C:13]([N:15]2[CH2:20][CH2:19][O:18][CH2:17][CH2:16]2)[CH:12]=[C:11]([CH3:21])[C:7]=1[C:8]([NH2:10])=[O:9])(=[O:5])=[O:4])[CH3:2].[OH-].[Na+].[Cl:24][C:25]1[CH:32]=[CH:31][C:28]([CH2:29]Br)=[CH:27][CH:26]=1>C1C=CC=CC=1.O1CCCC1.S([O-])(O)(=O)=O.C([N+](CCCC)(CCCC)CCCC)CCC.O1CCCC1>[Cl:24][C:25]1[CH:32]=[CH:31][C:28]([CH2:29][NH:10][C:8](=[O:9])[C:7]2[C:11]([CH3:21])=[CH:12][C:13]([N:15]3[CH2:16][CH2:17][O:18][CH2:19][CH2:20]3)=[CH:14][C:6]=2[S:3]([CH2:1][CH3:2])(=[O:5])=[O:4])=[CH:27][CH:26]=1 |f:1.2,4.5,6.7|. Procedure details: To a solution 2-(ethylsulfonyl)-6-methyl-4-morpholin-4-yl-benzamide (0.27 g, 0.88 mmol) in benzene-tetrahydrofuran (1:1) (10 ml) are added tetrabutylammonium hydrogensulfate (0.03 g, 0.09 mmol) and 15% sodium hydroxide solution (8 ml) at RT. 4-Chlorobenzyl bromide (0.083 g, 0.40 mmol) in tetrahydrofuran (1.5 ml) is added and the reaction mixture is slowly heated to 70° C. The reaction mixture is stirred at 70° C. for additional 25 min. After completion of the reaction (monitored by TLC), the org... The reactants are ClCCCl, CN1CCOCC1, CCOCC, O=CN(CC(CC1CCCC1)C(=O)O)OCc1ccccc1, CN(C)C1CN(c2nc(Cl)nc(NN)c2F)CC1(C)C, CN(C)C=O, On1nnc2cccnc21. Yields the product CN(C)C1CN(c2nc(Cl)nc(NNC(=O)C(CC3CCCC3)CN(C=O)OCc3ccccc3)c2F)CC1(C)C. RXN SMILES: [CH2:60]([Cl:61])[CH2:62][Cl:63].[CH3:43][N:44]1[CH2:45][CH2:46][O:47][CH2:48][CH2:49]1.[CH3:69][CH2:70][O:71][CH2:72][CH3:73].[CH:21]1([CH2:26][CH:27]([C:28](=[O:29])[OH:30])[CH2:31][N:32]([O:33][CH2:34][c:35]2[cH:36][cH:37][cH:38][cH:39][cH:40]2)[CH:41]=[O:42])[CH2:22][CH2:23][CH2:24][CH2:25]1.[Cl:1][c:2]1[n:3][c:4]([NH:19][NH2:20])[c:5]([F:18])[c:6]([N:8]2[CH2:9][CH:10]([N:15]([CH3:16])[CH3:17])[C:11]([CH3:13])([CH3:14])[CH2:12]2)[n:7]1.[O:64]=[CH:65][N:66]([CH3:67])[CH3:68].[OH:50][n:51]1[c:52]2[n:53][cH:54][cH:55][cH:56][c:57]2[n:58][n:59]1>>[Cl:1][c:2]1[n:3][c:4]([NH:19][NH:20][C:28]([CH:27]([CH2:26][CH:21]2[CH2:22][CH2:23][CH2:24][CH2:25]2)[CH2:31][N:32]([O:33][CH2:34][c:35]2[cH:36][cH:37][cH:38][cH:39][cH:40]2)[CH:41]=[O:42])=[O:29])[c:5]([F:18])[c:6]([N:8]2[CH2:9][CH:10]([N:15]([CH3:16])[CH3:17])[C:11]([CH3:13])([CH3:14])[CH2:12]2)[n:7]1.